Dataset: the Open Reaction Database (ORD), a public repository of structured organic reaction records. Task: describe an organic reaction: reactants, conditions, products, and yield Reactants: P(=O)(Cl)(Cl)Cl (phosphorus oxychloride), ice water, C(C)(=O)[O-].[Na+] (sodium acetate), CC1=C(C=C(C(=C1)OC)C)C=CC(C)(O)C (4-(2,5-dimethyl-4-methoxyphenyl)-2-methyl-3-buten-2-ol), C[N+](=CCl)C.[Cl-] (Vilsmeier reagent). The solvent is CN(C=O)C (DMF), CN(C=O)C (N,N-dimethylformamide). Run at temperature 80 celsius, time 4 hour. Yields the product CC1=C(C=C(C(=C1)OC)C)C=CC(=CC=O)C (5-(2,5-Dimethyl-4-Methoxyphenyl)-3-Methyl-Penta-2,4-Dien-1-al). Isolated yield 63.8%. RXN SMILES: [CH3:1][C:2]1[CH:7]=[C:6]([O:8][CH3:9])[C:5]([CH3:10])=[CH:4][C:3]=1[CH:11]=[CH:12][C:13]([CH3:16])(O)[CH3:14].C[N+](C)=CCl.[Cl-].P(Cl)(Cl)(Cl)=O.[C:28]([O-])(=[O:30])C.[Na+]>CN(C)C=O>[CH3:1][C:2]1[CH:7]=[C:6]([O:8][CH3:9])[C:5]([CH3:10])=[CH:4][C:3]=1[CH:11]=[CH:12][C:13]([CH3:16])=[CH:14][CH:28]=[O:30] |f:1.2,4.5|. Procedure details: 4-(2,5-dimethyl-4-methoxyphenyl)-2-methyl-3-buten-2-ol (18 g, 0.08M) in 25 ml of N,N-dimethylformamide (DMF) was added dropwise at 0° C. (ice bath) to the Vilsmeier reagent prepared from 15.4 g of phosphorus oxychloride and 15 ml of DMF. The resulting mixture was heated slowly to 80° C. and was stirred at this temperature for 4 hrs. The content of reaction flask was poured into 250 ml of ice-water mixture and sodium acetate (80 g) was added slowly in portions. The product was then extracted into... Reactants: CCO, CC(=O)O, NC1=Nc2ccc(C(F)(F)F)cc2C(c2ccccc2)=NC1, NN, O. Yields the product NNC1=Nc2ccc(C(F)(F)F)cc2C(c2ccccc2)=NC1. As a reaction SMILES: [CH3:23][CH2:24][OH:25].[CH3:29][C:30](=[O:31])[OH:32].[NH2:1][C:2]1=[N:3][c:4]2[c:5]([cH:15][c:16]([C:19]([F:20])([F:21])[F:22])[cH:17][cH:18]2)[C:6]([c:9]2[cH:10][cH:11][cH:12][cH:13][cH:14]2)=[N:7][CH2:8]1.[NH2:27][NH2:28].[OH2:26]>>[NH:1]([C:2]1=[N:3][c:4]2[c:5]([cH:15][c:16]([C:19]([F:20])([F:21])[F:22])[cH:17][cH:18]2)[C:6]([c:9]2[cH:10][cH:11][cH:12][cH:13][cH:14]2)=[N:7][CH2:8]1)[NH2:27]. Reactants: CI, CC#N, CC(c1cccc2ccccc12)N(CC1CN(C(=O)n2ccnc2)CC1c1ccccc1)C(=O)OC(C)(C)C. Product: [I-], CC(c1cccc2ccccc12)N(CC1CN(C(=O)n2cc[n+](C)c2)CC1c1ccccc1)C(=O)OC(C)(C)C. Reaction SMILES: [CH3:40][I:41].[CH3:42][C:43]#[N:44].[n:1]1([C:6](=[O:7])[N:8]2[CH2:9][CH:10]([CH2:19][N:20]([C:21]([O:22][C:23]([CH3:24])([CH3:25])[CH3:26])=[O:27])[CH:28]([CH3:29])[c:30]3[cH:31][cH:32][cH:33][c:34]4[cH:35][cH:36][cH:37][cH:38][c:39]34)[CH:11]([c:13]3[cH:14][cH:15][cH:16][cH:17][cH:18]3)[CH2:12]2)[cH:2][n:3][cH:4][cH:5]1>>[I-:41].[n:1]1([C:6](=[O:7])[N:8]2[CH2:9][CH:10]([CH2:19][N:20]([C:21]([O:22][C:23]([CH3:24])([CH3:25])[CH3:26])=[O:27])[CH:28]([CH3:29])[c:30]3[cH:31][cH:32][cH:33][c:34]4[cH:35][cH:36][cH:37][cH:38][c:39]34)[CH:11]([c:13]3[cH:14][cH:15][cH:16][cH:17][cH:18]3)[CH2:12]2)[cH:2][n+:3]([CH3:40])[cH:4][cH:5]1. Isolated yield 64.9%. As a reaction SMILES: [C:1]1([C:7]2[O:11][C:10](=[O:12])[C:9](=[CH:13][C:14]3[CH:18]=[CH:17][S:16][CH:15]=3)[CH:8]=2)[CH:6]=[CH:5][CH:4]=[CH:3][CH:2]=1.CS(O)(=O)=O>C(O)(=O)C>[C:1]1([C:7]2[C:15]3[S:16][CH:17]=[CH:18][C:14]=3[CH:13]=[C:9]([C:10]([OH:11])=[O:12])[CH:8]=2)[CH:6]=[CH:5][CH:4]=[CH:3][CH:2]=1. Reaction conditions: temperature 40 celsius. Yields the product C1(=CC=CC=C1)C1=CC(=CC2=C1SC=C2)C(=O)O (7-phenylbenzo[b]thiophene-5-carboxylic acid). Starting materials: C1(=CC=CC=C1)C1=CC(C(O1)=O)=CC1=CSC=C1 (5-Phenyl-3-(3-thienylmethylene)-2-furanone), CS(=O)(=O)O (methanesulfonic acid). Procedure: 5-Phenyl-3-(3-thienylmethylene)-2-furanone (44.7 g), methanesulfonic acid (220 cc) and glacial acetic acid (220 cc) are heated for 1 hour at 120° C. The mixture is cooled to 40° C., poured onto crushed ice and extracted with methylene chloride. The organic phase is washed with water and extracted with normal sodium hydroxide solution. The basic aqueous phase is washed with methylene chloride, acidified to pH 1 by adding an aqueous hydrochloric acid solution, and extracted with methylene chloride... The solvent is C(C)(=O)O (acetic acid). The reactants are OC(C)C=1C(=NN(C1)CC(=O)NC1=C(C2=C(S1)CCCC2)C(=O)N)C(F)(F)F (2-(2-(4-(1-hydroxyethyl)-3-(trifluoromethyl)-1H-pyrazol-1-yl)acetamido)-4,5,6,7-tetrahydrobenzo[b]thiophene-3-carboxamide), CC(=O)OI1(C=2C=CC=CC2C(=O)O1)(OC(=O)C)OC(=O)C (Dess-Martin periodinane), O.O.O.O.O.S(=S)(=O)([O-])[O-].[Na+].[Na+] (Sodium thiosulfate pentahydrate), C([O-])(O)=O.[Na+] (sodium bicarbonate). Solvent: C(Cl)Cl (DCM), C(Cl)Cl (DCM), O (water), C(C)OCC (diethyl ether). Run at time 6 hour. Product: C(C)(=O)C=1C(=NN(C1)CC(=O)NC1=C(C2=C(S1)CCCC2)C(=O)N)C(F)(F)F (2-(2-(4-acetyl-3-(trifluoromethyl)-1H-pyrazol-1-yl)acetamido)-4,5,6,7-tetrahydrobenzo[b]thiophene-3-carboxamide), solid. Isolated yield 86.3%. As a reaction SMILES: [OH:1][CH:2]([C:4]1[C:5]([C:25]([F:28])([F:27])[F:26])=[N:6][N:7]([CH2:9][C:10]([NH:12][C:13]2[S:17][C:16]3[CH2:18][CH2:19][CH2:20][CH2:21][C:15]=3[C:14]=2[C:22]([NH2:24])=[O:23])=[O:11])[CH:8]=1)[CH3:3].CC(OI1(OC(C)=O)(OC(C)=O)OC(=O)C2C=CC=CC1=2)=O.O.O.O.O.O.S([O-])([O-])(=O)=S.[Na+].[Na+].C(=O)(O)[O-].[Na+]>C(Cl)Cl.O.C(OCC)C>[C:2]([C:4]1[C:5]([C:25]([F:26])([F:28])[F:27])=[N:6][N:7]([CH2:9][C:10]([NH:12][C:13]2[S:17][C:16]3[CH2:18][CH2:19][CH2:20][CH2:21][C:15]=3[C:14]=2[C:22]([NH2:24])=[O:23])=[O:11])[CH:8]=1)(=[O:1])[CH3:3] |f:2.3.4.5.6.7.8.9,10.11|. Reported procedure: To 2-(2-(4-(1-hydroxyethyl)-3-(trifluoromethyl)-1H-pyrazol-1-yl)acetamido)-4,5,6,7-tetrahydrobenzo[b]thiophene-3-carboxamide (1.4 g, 3.36 mmol) in DCM (17 mL) was added a 15 wt % Dess-Martin periodinane in DCM solution (9.51 g, 6.99 mL, 3.36 mmol). The reaction was blanketed with argon and allowed to stir at RT for 6 h. Sodium thiosulfate pentahydrate (5.84 g, 23.53 mmol) was dissolved in water (20 mL) and mixed with saturated aqueous sodium bicarbonate (40 mL) before addition to the reaction mi... The reactants are BrC1=NN(C(=C1[N+](=O)[O-])Br)CC1=CC(=CC=C1)CN1N=C(C(=C1Br)[N+](=O)[O-])Br (1,3-bis-(3,5-dibromo-4-nitropyrazol-1-yl-methyl)benzene), C(C1=CC=CC=C1)N (benzylamine), O (water). Run in C(CC)O (n-propanol). Product: C(C1=CC=CC=C1)NC1=C(C(=NN1CC1=CC(=CC=C1)CN1N=C(C(=C1NCC1=CC=CC=C1)[N+](=O)[O-])Br)Br)[N+](=O)[O-] (1,3-bis-(5-benzylamino-3-bromo-4-nitropyrazol-1-yl-methyl)-benzene). Reaction SMILES: [Br:1][C:2]1[C:6]([N+:7]([O-:9])=[O:8])=[C:5](Br)[N:4]([CH2:11][C:12]2[CH:17]=[CH:16][CH:15]=[C:14]([CH2:18][N:19]3[C:23](Br)=[C:22]([N+:25]([O-:27])=[O:26])[C:21]([Br:28])=[N:20]3)[CH:13]=2)[N:3]=1.[CH2:29]([NH2:36])[C:30]1[CH:35]=[CH:34][CH:33]=[CH:32][CH:31]=1.O>C(O)CC>[CH2:29]([NH:36][C:23]1[N:19]([CH2:18][C:14]2[CH:15]=[CH:16][CH:17]=[C:12]([CH2:11][N:4]3[C:5]([NH:4][CH2:11][C:12]4[CH:17]=[CH:16][CH:15]=[CH:14][CH:13]=4)=[C:6]([N+:7]([O-:9])=[O:8])[C:2]([Br:1])=[N:3]3)[CH:13]=2)[N:20]=[C:21]([Br:28])[C:22]=1[N+:25]([O-:27])=[O:26])[C:30]1[CH:35]=[CH:34][CH:33]=[CH:32][CH:31]=1. Procedure: 13.9 g of 1,3-bis-(3,5-dibromo-4-nitropyrazol-1-yl-methyl)benzene from step 4.1 are heated together with 6.5 g of benzylamine in 130 ml of n-propanol for 2 hours at 95° C. Subsequently the reaction mixture is cooled and poured into 400 ml water. The precipitate is filtered with suction and recyrstallized from 150 ml of acetonitrile. The reactants are C(C)(=O)NC1=CC=C2CCC(C2=C1)CNC (6-Acetylamino-1-(N-methylaminomethyl)indan), S(C)(=O)(=O)OCCCCC1CCCCC1 (4-cyclohexylbutan-1-ol mesylate), C([O-])([O-])=O.[K+].[K+] (potassium carbonate), [I-].[K+] (potassium iodide). The solvent is CC(C)CC(=O)C (MIBK). The product is C(C)(=O)NC1=CC=C2CCC(C2=C1)CN(C)CCCCC1CCCCC1 (6-Acetylamino-1-[N-(4-cyclohexylbutan-1-yl)-N-methylaminomethyl]indan). Reaction SMILES: [C:1]([NH:4][C:5]1[CH:13]=[C:12]2[C:8]([CH2:9][CH2:10][CH:11]2[CH2:14][NH:15][CH3:16])=[CH:7][CH:6]=1)(=[O:3])[CH3:2].S(O[CH2:22][CH2:23][CH2:24][CH2:25][CH:26]1[CH2:31][CH2:30][CH2:29][CH2:28][CH2:27]1)(=O)(=O)C.C(=O)([O-])[O-].[K+].[K+].[I-].[K+]>CC(CC(C)=O)C>[C:1]([NH:4][C:5]1[CH:13]=[C:12]2[C:8]([CH2:9][CH2:10][CH:11]2[CH2:14][N:15]([CH2:22][CH2:23][CH2:24][CH2:25][CH:26]2[CH2:31][CH2:30][CH2:29][CH2:28][CH2:27]2)[CH3:16])=[CH:7][CH:6]=1)(=[O:3])[CH3:2] |f:2.3.4,5.6|. Reported procedure: A mixture of 6-Acetylamino-1-(N-methylaminomethyl)indan (1.5 g), 4-cyclohexylbutan-1-ol mesylate (2.5 g), potassium carbonate (1.4 g), and a crystal of potassium iodide in MIBK (80 ml) were refluxed for 5 h. After cooling inorganic salts were filtered off and the solvent evaporated in vacuo. The remaining oil was subjected to column chromatography on SiO2 (eluted with ethyl acetate: heptane: triethylamine 80:20:4). The free base of the title compound was isolated as an oil. The sesquioxalate of ... The product is O=C(O)Cn1cc(C2NS(=O)(=O)c3ccccc32)c2ccccc21. RXN SMILES: [C:1]([CH3:2])([CH3:3])([CH3:4])[O:5][C:6]([CH2:7][n:8]1[cH:9][c:10]([CH:17]2[NH:18][S:19](=[O:26])(=[O:27])[c:20]3[c:21]2[cH:22][cH:23][cH:24][cH:25]3)[c:11]2[cH:12][cH:13][cH:14][cH:15][c:16]12)=[O:28].[Cl:36][CH2:37][Cl:38].[OH:29][C:30]([C:31]([F:32])([F:33])[F:34])=[O:35]>>[O:5]=[C:6]([CH2:7][n:8]1[cH:9][c:10]([CH:17]2[NH:18][S:19](=[O:26])(=[O:27])[c:20]3[c:21]2[cH:22][cH:23][cH:24][cH:25]3)[c:11]2[cH:12][cH:13][cH:14][cH:15][c:16]12)[OH:28]. Reactants: CC(C)(C)OC(=O)Cn1cc(C2NS(=O)(=O)c3ccccc32)c2ccccc21, ClCCl, O=C(O)C(F)(F)F.